Dataset: the Open Reaction Database (ORD), a public repository of structured organic reaction records. Task: describe an organic reaction: reactants, conditions, products, and yield Starting materials: [Na] (sodium), C(C)(=O)OCC1=C(N2C(C(C2SC1)NC(CC=1SC(SC1)=O)=O)=O)C(=O)O (3-acetoxymethyl-2-carboxy-8-oxo-7-[(1,3-dithiol-2-on-4-yl)-acetamido]-5-thia-1-aza-bicyclo[4.2.0]oct-2-ene), [S-]C#N.[K+] (Potassium thiocyanate), C([O-])(O)=O.[Na+] (sodium bicarbonate), C(C)(C)(C)N1N=NNC1=S (1-tert-butyl-5-thioxo-1,2,3,4-tetrazoline), C(C)(C)OC(C)C (isopropyl ether). Solvent: O (water), O (water), O1CCCC1 (tetrahydrofuran). Run at temperature 60 celsius. The product is C(=O)(O)C=1N2C(C(C2SCC1CSC1=NN=NN1C(C)(C)C)NC(CC=1SC(SC1)=O)=O)=O (2-carboxy-8-oxo-7-[(1,3-dithiol-2-on-4-yl)-acetamido]-3-[(1-tert-butyl-1,2,3,4-tetrazol-5-yl)-thiomethyl]-5-thia-1-aza-bicyclo[4.2.0]oct-2-ene). Isolated yield 30.5%. As a reaction SMILES: [Na].C(O[CH2:6][C:7]1[CH2:14][S:13][CH:12]2[N:9]([C:10](=[O:25])[CH:11]2[NH:15][C:16](=[O:24])[CH2:17][C:18]2[S:19][C:20](=[O:23])[S:21][CH:22]=2)[C:8]=1[C:26]([OH:28])=[O:27])(=O)C.[S-]C#N.[K+].C(=O)(O)[O-].[Na+].[C:38]([N:42]1[C:46](=[S:47])[NH:45][N:44]=[N:43]1)([CH3:41])([CH3:40])[CH3:39].C(OC(C)C)(C)C>O.O1CCCC1>[C:26]([C:8]1[N:9]2[CH:12]([S:13][CH2:14][C:7]=1[CH2:6][S:47][C:46]1[N:42]([C:38]([CH3:41])([CH3:40])[CH3:39])[N:43]=[N:44][N:45]=1)[CH:11]([NH:15][C:16](=[O:24])[CH2:17][C:18]1[S:19][C:20](=[O:23])[S:21][CH:22]=1)[C:10]2=[O:25])([OH:28])=[O:27] |f:2.3,4.5,^1:0|. Procedure: The sodium salt of 3-acetoxymethyl-2-carboxy-8-oxo-7-[(1,3-dithiol-2-on-4-yl)-acetamido]-5-thia-1-aza-bicyclo[4.2.0]oct-2-ene (12 g.) is dissolved in water (22 cc.). Potassium thiocyanate (29 g.), sodium bicarbonate (2.45 g.) and 1-tert-butyl-5-thioxo-1,2,3,4-tetrazoline (4.6 g.) are added to this solution and the mixture is heated to 60° C. for 6 hours. After cooling, the reaction mixture is diluted with water (150 cc.) and washed with ethyl acetate (200 cc.) after having been acidified to pH 5... Starting materials: CCCCCC (hexane), O1C=C(C=C1)C(=O)Cl (3-Furoyl chloride), ClC1=C(C=CC=C1Cl)OC (2,3-dichloro anisole), [Al+3].[Cl-].[Cl-].[Cl-] (AlCl3). As a reaction SMILES: [O:1]1[CH:5]=[CH:4][C:3]([C:6](Cl)=[O:7])=[CH:2]1.[Cl:9][C:10]1[C:15]([Cl:16])=[CH:14][CH:13]=[CH:12][C:11]=1[O:17][CH3:18].[Al+3].[Cl-].[Cl-].[Cl-].CCCCCC>C(=S)=S>[O:1]1[CH:5]=[CH:4][C:3]([C:6]([C:14]2[CH:13]=[CH:12][C:11]([O:17][CH3:18])=[C:10]([Cl:9])[C:15]=2[Cl:16])=[O:7])=[CH:2]1 |f:2.3.4.5|. Procedure details: 3-Furoyl chloride (18.0 g) and 2,3-dichloro anisole (24.7 g) are dissolved in 125 ml of CS2 and treated with AlCl3 (18.7 g), first at 5° C. and then at room temperature. After five hours the reaction is quenched with ice/HCl an extracted with CH2Cl2. Drying and evaporation gives a crystalline product that is titurated with hexane to yield 4-(3-furoyl)-2,3-dichloroanisole, mp 118°-122° C. Solvent: C(=S)=S (CS2). Product: O1C=C(C=C1)C(=O)C1=C(C(=C(C=C1)OC)Cl)Cl (4-(3-furoyl)-2,3-dichloroanisole). Starting materials: ClC=1N=C(C2=C(N1)C(CC2)C2=CC(=C(C=C2)F)F)Cl (2,4-dichloro-7-(3,4-difluorophenyl)-6,7-dihydro-5H-cyclopenta[d]pyrimidine), CNC (dimethylamine). Run in CO (MeOH). Product: ClC=1N=C(C2=C(N1)C(CC2)C2=CC(=C(C=C2)F)F)N(C)C (2-chloro-7-(3,4-difluorophenyl)-N,N-dimethyl-6,7-dihydro-5H-cyclopenta[d]pyrimidin-4-amine). Isolated yield 31.8%. RXN SMILES: [Cl:1][C:2]1[N:3]=[C:4](Cl)[C:5]2[CH2:10][CH2:9][CH:8]([C:11]3[CH:16]=[CH:15][C:14]([F:17])=[C:13]([F:18])[CH:12]=3)[C:6]=2[N:7]=1.[CH3:20][NH:21][CH3:22]>CO>[Cl:1][C:2]1[N:3]=[C:4]([N:21]([CH3:22])[CH3:20])[C:5]2[CH2:10][CH2:9][CH:8]([C:11]3[CH:16]=[CH:15][C:14]([F:17])=[C:13]([F:18])[CH:12]=3)[C:6]=2[N:7]=1. Procedure: A solution of 2,4-dichloro-7-(3,4-difluorophenyl)-6,7-dihydro-5H-cyclopenta[d]pyrimidine (446 mg, 1.481 mmol) and excess dimethylamine (2.222 mL, 4.44 mmol) in MeOH (6 mL) was stirred at rt for 30 min. The solvent was removed in vacuum and the crude product was purified by column chromatography on silica gel to afford 2-chloro-7-(3,4-difluorophenyl)-N,N-dimethyl-6,7-dihydro-5H-cyclopenta[d]pyrimidin-4-amine (146 mg, 0.471 mmol, 31.8% yield). LC-MS (M+H)+=310.2. Starting materials: [N+](=O)([O-])C1=C(C=CC(=C1[N+](=O)[O-])C)OCC1CO1 (2,3-Dinitro-1-(2,3-epoxypropoxy)-4-methylbenzene), C(C1=CC=CC=C1)NCC(C)OC1=C(C=CC=C1)OC (N-benzyl-2-(2-methoxyphenoxy)-propylamine), Cl.Cl.Cl.NC1=C(C=CC(=C1N)C)OCC(CNCC(C)OC1=C(C=CC=C1)OC)O (2,3-diamino-1-{2-hydroxy-3-[2-(2-methoxyphenoxy)-propylamino]-propoxy}-4-methylbenzene trihydrochloride). Reagents/catalysts: [Pd] (palladium-charcoal). Run in C(C)O (ethanol), C(C)O (ethanol). Product: Cl.OC(COC1=CC=C(C=2NC(NC21)=O)C)CNCC(C)OC2=C(C=CC=C2)OC (4-{2-Hydroxy-3-[2-(2-methoxyphenoxy)-propylamino]-propoxy}-7-methyl-2-benzimidazolinone hydrochloride). Reaction SMILES: [N+](C1C([N+]([O-])=O)=C(C)C=C[C:5]=1[O:14]CC1OC1)([O-])=O.C(NCC(OC1C=CC=CC=1OC)C)C1C=CC=CC=1.[ClH:39].Cl.Cl.[NH2:42][C:43]1[C:48]([NH2:49])=[C:47]([CH3:50])[CH:46]=[CH:45][C:44]=1[O:51][CH2:52][CH:53]([OH:68])[CH2:54][NH:55][CH2:56][CH:57]([O:59][C:60]1[CH:65]=[CH:64][CH:63]=[CH:62][C:61]=1[O:66][CH3:67])[CH3:58]>C(O)C.[Pd]>[ClH:39].[OH:68][CH:53]([CH2:54][NH:55][CH2:56][CH:57]([O:59][C:60]1[CH:65]=[CH:64][CH:63]=[CH:62][C:61]=1[O:66][CH3:67])[CH3:58])[CH2:52][O:51][C:44]1[C:43]2[NH:42][C:5](=[O:14])[NH:49][C:48]=2[C:47]([CH3:50])=[CH:46][CH:45]=1 |f:2.3.4.5,8.9|. Procedure details: 30.5 g. 2,3-Dinitro-1-(2,3-epoxypropoxy)-4-methylbenzene and 32.6 g. N-benzyl-2-(2-methoxyphenoxy)-propylamine are boiled under reflux for 3 hours in 500 ml. ethanol. The reaction mixture is then hydrogenated in the presence of 10 g. 10% palladium-charcoal in 1 liter ethanol at 50° C. and 30 bar. The catalyst is filtered off and the filtrate is acidified with 2 N hydrochloric acid, clarified with active charcoal and evaporated to dryness. There are obtained 59 g. 2,3-diamino-1-{2-hydroxy-3-[2-(2... The reactants are CC1=NN(C=C1)CC(=O)O ((3-methyl-1H-pyrazol-1-yl)acetic acid), OS(=O)(=O)O (H2SO4), CCO (EtOH). Solvent: C(Cl)Cl (DCM). Run at temperature 80 celsius, time 4 hour. Yields the product CC1=NN(C=C1)CC(=O)OCC (ethyl 2-(3-methyl-1H-pyrazol-1-yl)acetate). RXN SMILES: [CH3:1][C:2]1[CH:6]=[CH:5][N:4]([CH2:7][C:8]([OH:10])=[O:9])[N:3]=1.OS(O)(=O)=O.[CH3:16][CH2:17]O>C(Cl)Cl>[CH3:1][C:2]1[CH:6]=[CH:5][N:4]([CH2:7][C:8]([O:10][CH2:16][CH3:17])=[O:9])[N:3]=1. Reported procedure: A suspension of (3-methyl-1H-pyrazol-1-yl)acetic acid (200 mg) and H2SO4 (0.1 mL) in EtOH (2 mL) was stirred at 80° C. for 4 h. After cooling down, the reaction mixture was diluted with DCM and washed with sat. Na2CO3, water and brine. The aq. layers were extracted with DCM, the combined org. layers were dried (MgSO4), filtered off and evaporated in vacuo to afford ethyl 2-(3-methyl-1H-pyrazol-1-yl)acetate (101 mg, colourless liquid). LC-MS (B): tR=0.57 min; [M+H]+: 169.01. Reactants: solution, CC(C)C[C@@H]1CN2CCC3=CC(=C(C=C3[C@H]2CC1=O)OC)OC ((+)-tetrabenazine), [BH4-].[Na+] (NaBH4), oil, product 18, product 19, solid, C(Cl)Cl (CH2Cl2). Run in C(C)O (ethanol). Conditions: time 60 minute. Yields the product CC(C)C[C@@H]1CN2CCC3=CC(=C(C=C3[C@H]2C[C@H]1O)OC)OC (Dihydrotetrabenazine). As a reaction SMILES: [CH3:1][CH:2]([CH2:4][C@H:5]1[C:18](=[O:19])[CH2:17][C@H:16]2[N:7]([CH2:8][CH2:9][C:10]3[C:15]2=[CH:14][C:13]([O:20][CH3:21])=[C:12]([O:22][CH3:23])[CH:11]=3)[CH2:6]1)[CH3:3].[BH4-].[Na+].C(Cl)Cl>C(O)C>[CH3:3][CH:2]([CH2:4][C@H:5]1[C@H:18]([OH:19])[CH2:17][C@H:16]2[N:7]([CH2:8][CH2:9][C:10]3[C:15]2=[CH:14][C:13]([O:20][CH3:21])=[C:12]([O:22][CH3:23])[CH:11]=3)[CH2:6]1)[CH3:1] |f:1.2|. Procedure details: To a 0.11 M solution of (+)-TBZ (15) in ethanol at 0° C. was added NaBH4 (2.85 eq). The reaction mixture was allowed to stir for 60 min. at room temperature. The solvent was carefully removed under reduced pressure, and the residue was taken up in dichloromethane and washed with three portions of saturated aqueous K2CO3. The aqueous washings were back extracted with two portions of dichloromethane. The combined organic extracts were dried (MgSO4), filtered, and concentrated under reduced pressur... Starting materials: FC(C(=O)O)(F)F.C1(CCCC1)C(=O)N1CC(CC(C1)C1=CC=C(C=C1)CC)N (1-(cyclopentylcarbonyl)-5-(4-ethylphenyl)piperidine-3-amine trifluoroacetate), C1(CC1)N=C=O (cyclopropyl isocyanate). The product is C1(CCCC1)C(=O)N1CC(CC(C1)C1=CC=C(C=C1)CC)NC(=O)NC1CC1 (1-[1-(Cyclopentylcarbonyl)-5-(4-ethylphenyl)piperidin-3-yl]-3-cyclopropylurea). As a reaction SMILES: FC(F)(F)C(O)=O.[CH:8]1([C:13]([N:15]2[CH2:20][CH:19]([C:21]3[CH:26]=[CH:25][C:24]([CH2:27][CH3:28])=[CH:23][CH:22]=3)[CH2:18][CH:17]([NH2:29])[CH2:16]2)=[O:14])[CH2:12][CH2:11][CH2:10][CH2:9]1.[CH:30]1([N:33]=[C:34]=[O:35])[CH2:32][CH2:31]1>>[CH:8]1([C:13]([N:15]2[CH2:20][CH:19]([C:21]3[CH:22]=[CH:23][C:24]([CH2:27][CH3:28])=[CH:25][CH:26]=3)[CH2:18][CH:17]([NH:29][C:34]([NH:33][CH:30]3[CH2:32][CH2:31]3)=[O:35])[CH2:16]2)=[O:14])[CH2:9][CH2:10][CH2:11][CH2:12]1 |f:0.1|. Procedure details: 108 mg (0.22 mmol) of 1-(cyclopentylcarbonyl)-5-(4-ethylphenyl)piperidine-3-amine trifluoroacetate (Example 7A) and 22 mg (0.26 mmol, 1.2 eq.) of cyclopropyl isocyanate were reacted according to General Method 4. Yield: 64 mg (76% of theory)